This data is from the Open Reaction Database (ORD), a public repository of structured organic reaction records. The task is: describe an organic reaction: reactants, conditions, products, and yield RXN SMILES: [CH3:28][NH:29][CH3:30].[CH3:31][N:32]1[CH2:33][CH2:34][CH2:35][C:36]1=[O:37].[Cl:1][CH2:2][c:3]1[cH:4][c:5](-[c:9]2[cH:10][c:11]([C:24]([F:25])([F:26])[F:27])[cH:12][c:13]3[c:14]2[n:15](-[c:18]2[cH:19][cH:20][cH:21][cH:22][cH:23]2)[cH:16][n:17]3)[cH:6][cH:7][cH:8]1>>[CH2:2]([c:3]1[cH:4][c:5](-[c:9]2[cH:10][c:11]([C:24]([F:25])([F:26])[F:27])[cH:12][c:13]3[c:14]2[n:15](-[c:18]2[cH:19][cH:20][cH:21][cH:22][cH:23]2)[cH:16][n:17]3)[cH:6][cH:7][cH:8]1)[N:29]([CH3:28])[CH3:30]. Starting materials: CNC, CN1CCCC1=O, FC(F)(F)c1cc(-c2cccc(CCl)c2)c2c(c1)ncn2-c1ccccc1. The product is CN(C)Cc1cccc(-c2cc(C(F)(F)F)cc3ncn(-c4ccccc4)c23)c1. As a reaction SMILES: [CH3:1][O:2][C:3]1[CH:11]=[CH:10][C:6]([CH:7]=[N:8]O)=[CH:5][C:4]=1[CH3:12].C([O-])([O-])=O.[Na+].[Na+]>C(OC(=O)C)(=O)C>[CH3:1][O:2][C:3]1[CH:11]=[CH:10][C:6]([C:7]#[N:8])=[CH:5][C:4]=1[CH3:12] |f:1.2.3|. The solvent is C(C)(=O)OC(C)=O (acetic anhydride). The product is COC1=C(C=C(C#N)C=C1)C (4-Methoxy-3-methylbenzonitrile). Procedure: A solution of 20 (30.9 g, 0.187 mole) in of acetic anhydride (200 ml) heated at reflux for 1.5 hours, cooled to room temperature and poured with vigorous stirring into 2N aqueous Na2CO3 (2 L). Overnight refrigeration gave a solid which was collected, washed with water, and dried to give 25.6 grams (93%) of 21 m.p. 48°-50°. Reactants: COC1=C(C=C(C=NO)C=C1)C (4-Methoxy-3-methylbenzaldoxime), C(=O)([O-])[O-].[Na+].[Na+] (Na2CO3). Reactants: C(C)(C)(C)[Li] (t-butyl lithium), C(CCC)OC1=C(C=C(C=C1I)C(C)(C)C)C(C)(C)C (2-Butoxy-1,5-di-tert-butyl-3-iodo-benzene), B(OC)(OC)OC (trimethyl borate). Run in COCCOC (1,2-dimethoxy-ethane). Reaction conditions: temperature -75 celsius, time 45 minute. Yields the product C(CCC)OC1=C(C=C(C=C1C(C)(C)C)C(C)(C)C)B(O)O ((2-Butoxy-3,5-di-tert-butylphenyl)-boronic acid). The yield is 98.0%. RXN SMILES: [CH2:1]([O:5][C:6]1[C:11](I)=[CH:10][C:9]([C:13]([CH3:16])([CH3:15])[CH3:14])=[CH:8][C:7]=1[C:17]([CH3:20])([CH3:19])[CH3:18])[CH2:2][CH2:3][CH3:4].C([Li])(C)(C)C.[B:26](OC)([O:29]C)[O:27]C>COCCOC>[CH2:1]([O:5][C:6]1[C:7]([C:17]([CH3:20])([CH3:19])[CH3:18])=[CH:8][C:9]([C:13]([CH3:16])([CH3:15])[CH3:14])=[CH:10][C:11]=1[B:26]([OH:29])[OH:27])[CH2:2][CH2:3][CH3:4]. Procedure details: 2-Butoxy-1,5-di-tert-butyl-3-iodo-benzene (3.88 g, 10 mmol) was dissolved in anhydrous 1,2-dimethoxy-ethane (55 mL under a nitrogen atmosphere. The solution was cooled to −75° C. and t-butyl lithium (14.7 mL, 25 mmol, 1.7M in pentane) was added dropwise over 20-25 min at −72° C. to −69° C. The reaction was stirred at −72° C. for 45 min and then treated with trimethyl borate (5.7 mL, 50 mmol). The reaction was kept cold for 1 h and then the bath was removed and the reaction allowed to warm to roo... The reactants are F[C@H]1C[C@@H](N(C1)C(=O)OC(C)(C)C)C1=CC(=CC=C1)F ((2R,4S)-tert-butyl 4-fluoro-2-(3-fluorophenyl)pyrrolidine-1-carboxylate), C(=O)(C(F)(F)F)O (TFA). Solvent: C(Cl)Cl (DCM). Conditions: time 2 hour. The product is F[C@H]1C[C@@H](NC1)C1=CC(=CC=C1)F ((2R,4S)-4-fluoro-2-(3-fluorophenyl)pyrrolidine). As a reaction SMILES: [F:1][C@@H:2]1[CH2:6][N:5](C(OC(C)(C)C)=O)[C@@H:4]([C:14]2[CH:19]=[CH:18][CH:17]=[C:16]([F:20])[CH:15]=2)[CH2:3]1.C(O)(C(F)(F)F)=O>C(Cl)Cl>[F:1][C@@H:2]1[CH2:6][NH:5][C@@H:4]([C:14]2[CH:19]=[CH:18][CH:17]=[C:16]([F:20])[CH:15]=2)[CH2:3]1. Reported procedure: To a solution of (2R,4S)-tert-butyl 4-fluoro-2-(3-fluorophenyl)pyrrolidine-1-carboxylate (I-5A) (890 mg, 3.14 mmol) in DCM (5 mL) at room temperature was added TFA (5 mL). The mixture was stirred at room temperature for 2 hours. All the solvents were removed under reduced pressure. The crude was extracted with EtOAc, washed with aqueous NaHCO3 and brine, dried over sodium sulfate, filtered and concentrated to yield (2R,4S)-4-fluoro-2-(3-fluorophenyl)pyrrolidine (I-6). 1H NMR (400 MHz, CDCl3) δ 7... Reactants: BrC=1C=C(C(=O)OC)C=C(C1Cl)NC(=O)OC(C)(C)C (methyl 3-bromo-5-((tert-butoxycarbonyl)amino)-4-chlorobenzoate), BrC=1C=C(C(=O)OC)C=C(C1Cl)NC(=O)OC(C)(C)C (methyl 3-bromo-5-((tert-butoxycarbonyl)amino)-4-chlorobenzoate), CN1CCNCC1 (1-methylpiperazine). Yields the product C(C)(C)(C)OC(=O)NC=1C=C(C(=O)OC)C=C(C1Cl)N1CCN(CC1)C (Methyl 3-((tert-butoxycarbonyl)amino)-4-chloro-5-(4-methylpiperazin-1-yl)benzoate). As a reaction SMILES: Br[C:2]1[CH:3]=[C:4]([CH:9]=[C:10]([NH:13][C:14]([O:16][C:17]([CH3:20])([CH3:19])[CH3:18])=[O:15])[C:11]=1[Cl:12])[C:5]([O:7][CH3:8])=[O:6].[CH3:21][N:22]1[CH2:27][CH2:26][NH:25][CH2:24][CH2:23]1>>[C:17]([O:16][C:14]([NH:13][C:10]1[CH:9]=[C:4]([CH:3]=[C:2]([N:25]2[CH2:26][CH2:27][N:22]([CH3:21])[CH2:23][CH2:24]2)[C:11]=1[Cl:12])[C:5]([O:7][CH3:8])=[O:6])=[O:15])([CH3:20])([CH3:19])[CH3:18]. Reported procedure: Methyl 3-((tert-butoxycarbonyl)amino)-4-chloro-5-(4-methylpiperazin-1-yl)benzoate was prepared starting from methyl 3-bromo-5-((tert-butoxycarbonyl)amino)-4-chlorobenzoate (Intermediate 3) and 1-methylpiperazine according to procedure for example 1A Starting materials: C(=O)(O)[O-].[Na+] (NaHCO3), ClC1=C(CNC(=O)C2=C(N3N(CCC3)C2=O)C2=NC(=NC=C2)SC)C=CC=C1 (3-(2-methylsulfanyl-pyrimidin-4-yl)-1-oxo-6,7-dihydro-1H,5H-pyrazolo[1,2-a]pyrazole-2-carboxylic acid 2-chloro-benzylamide), OOS(=O)[O-].[K+] (Oxone), S(=O)(=O)(O[O-])[O-].[K+].[K+] (potassium peroxymonosulfate). Run in C1CCOC1.CO (THF MeOH), O (H2O). Product: ClC1=C(CNC(=O)C2=C(N3N(CCC3)C2=O)C2=NC(=NC=C2)S(=O)(=O)C)C=CC=C1 (3-(2-methanesulfonyl-pyrimidin-4-yl)-1-oxo-6,7-dihydro-1H,5H-pyrazolo[1,2-α]pyrazole-2-carboxylic acid 2-chloro-benzylamide). RXN SMILES: [Cl:1][C:2]1[CH:28]=[CH:27][CH:26]=[CH:25][C:3]=1[CH2:4][NH:5][C:6]([C:8]1[C:15](=[O:16])[N:11]2[CH2:12][CH2:13][CH2:14][N:10]2[C:9]=1[C:17]1[CH:22]=[CH:21][N:20]=[C:19](SC)[N:18]=1)=[O:7].O[O:30][S:31]([O-:33])=O.[K+].S([O-])(O[O-])(=O)=O.[K+].[K+].[C:43]([O-])(O)=O.[Na+]>C1COCC1.CO.O>[Cl:1][C:2]1[CH:28]=[CH:27][CH:26]=[CH:25][C:3]=1[CH2:4][NH:5][C:6]([C:8]1[C:15](=[O:16])[N:11]2[CH2:12][CH2:13][CH2:14][N:10]2[C:9]=1[C:17]1[CH:22]=[CH:21][N:20]=[C:19]([S:31]([CH3:43])(=[O:33])=[O:30])[N:18]=1)=[O:7] |f:1.2,3.4.5,6.7,8.9|. Procedure: To a solution of 3-(2-methylsulfanyl-pyrimidin-4-yl)-1-oxo-6,7-dihydro-1H,5H-pyrazolo[1,2-a]pyrazole-2-carboxylic acid 2-chloro-benzylamide, 15, (0.20 g, 0.48 mmol) in THF/MeOH (8 mL of 1:1 mixture) was added dropwise a solution of Oxone® (potassium peroxymonosulfate) (in H2O (8 mL). After stirring the reaction for 1.5 h at room temperature, the solution was poured into aqueous saturated NaHCO3. The aqueous phase is extracted with CHCl3 (×3). The combined organic phases are dried (MgSO4), filter... Reactants: ClC1=NC=NC(=C1)C1=CC2=CC=CC=C2C=C1 (4-chloro-6-(naphthalen-2-yl)pyrimidine), C1=C(C=CC2=CC=CC=C12)B(O)O (2-naphthaleneboronic acid), C([O-])([O-])=O.[Na+].[Na+] (sodium carbonate), C1=C(C=CC2=CC=CC=C12)B(O)O (2-naphthaleneboronic acid), C([O-])([O-])=O.[Na+].[Na+] (sodium carbonate). The reagents and catalysts are Cl[Pd]([P](C1=CC=CC=C1)(C2=CC=CC=C2)C3=CC=CC=C3)([P](C4=CC=CC=C4)(C5=CC=CC=C5)C6=CC=CC=C6)Cl (Pd(PPh3)2Cl2), C1=CC=C(C=C1)P(C2=CC=CC=C2)C3=CC=CC=C3.C1=CC=C(C=C1)P(C2=CC=CC=C2)C3=CC=CC=C3.Cl[Pd]Cl (bis(triphenylphosphine)palladium(II)dichloride). Run in O (water), O (water), O (water), C(C)#N (acetonitrile), C(C)#N (acetonitrile). Yields the product C1=C(C=CC2=CC=CC=C12)C1=NC=NC(=C1)C1=CC2=CC=CC=C2C=C1 (4,6-di(naphthalen-2-yl)pyrimidine). The yield is 19.0%. RXN SMILES: Cl[C:2]1[CH:7]=[C:6]([C:8]2[CH:17]=[CH:16][C:15]3[C:10](=[CH:11][CH:12]=[CH:13][CH:14]=3)[CH:9]=2)[N:5]=[CH:4][N:3]=1.[CH:18]1[C:27]2[C:22](=[CH:23][CH:24]=[CH:25][CH:26]=2)[CH:21]=[CH:20][C:19]=1B(O)O.C(=O)([O-])[O-].[Na+].[Na+]>C1C=CC(P(C2C=CC=CC=2)C2C=CC=CC=2)=CC=1.C1C=CC(P(C2C=CC=CC=2)C2C=CC=CC=2)=CC=1.Cl[Pd]Cl.O.C(#N)C>[CH:26]1[C:27]2[C:22](=[CH:21][CH:20]=[CH:19][CH:18]=2)[CH:23]=[CH:24][C:25]=1[C:2]1[CH:7]=[C:6]([C:8]2[CH:17]=[CH:16][C:15]3[C:10](=[CH:11][CH:12]=[CH:13][CH:14]=3)[CH:9]=2)[N:5]=[CH:4][N:3]=1 |f:2.3.4,5.6.7|. Procedure: Next, into a recovery flask equipped with a reflux pipe were put 3.9 g of 4-chloro-6-(naphthalen-2-yl)pyrimidine obtained in Step 1, 2.8 g of 2-naphthaleneboronic acid, 1.7 g of sodium carbonate, 0.14 g of bis(triphenylphosphine)palladium(II)dichloride (abbreviation: Pd(PPh3)2Cl2), 20 mL of water, and 20 mL of acetonitrile, and the air in the flask was replaced with argon. This reaction container was heated by irradiation with microwaves (2.45 GHz, 100 W) for 60 minutes. Here, into the flask wer... Starting materials: CC1(OB(OC1(C)C)C=1C=NNC1)C (4-(4,4,5,5-tetramethyl-1,3,2-dioxaborolan-2-yl)-1H-pyrazole), ClC1=CC=C(C=C1)C1(CCNCC1)C1=CC=CC=C1 (4-(4-chloro-phenyl)-4-phenyl-piperidine), CC1=NNC(=C1B1OC(C(O1)(C)C)(C)C)C (3,5-dimethyl-4-(4,4,5,5-tetramethyl-1,3,2-dioxaborolan-2-yl)-1H-pyrazole). Product: CC1=NNC(=C1C1=CC=C(C=C1)C1(CCNCC1)C1=CC=CC=C1)C (4-[4-(3,5-Dimethyl-1H-pyrazol-4-yl)-phenyl]-4-phenyl-piperidine). As a reaction SMILES: CC1(C)C(C)(C)OB(C2C=NNC=2)O1.Cl[C:16]1[CH:21]=[CH:20][C:19]([C:22]2([C:28]3[CH:33]=[CH:32][CH:31]=[CH:30][CH:29]=3)[CH2:27][CH2:26][NH:25][CH2:24][CH2:23]2)=[CH:18][CH:17]=1.[CH3:34][C:35]1[C:39](B2OC(C)(C)C(C)(C)O2)=[C:38]([CH3:49])[NH:37][N:36]=1>>[CH3:34][C:35]1[C:39]([C:16]2[CH:21]=[CH:20][C:19]([C:22]3([C:28]4[CH:33]=[CH:32][CH:31]=[CH:30][CH:29]=4)[CH2:27][CH2:26][NH:25][CH2:24][CH2:23]3)=[CH:18][CH:17]=2)=[C:38]([CH3:49])[NH:37][N:36]=1. Procedure details: By following the procedure described in Example 1 but substituting 2-(4-chlorophenyl)-2-phenylethylamine hydrochloride and 4-(4,4,5,5-tetramethyl-1,3,2-dioxaborolan-2-yl)-1H-pyrazole for 4-(4-chloro-phenyl)-4-phenyl-piperidine and 3,5-dimethyl-4-(4,4,5,5-tetramethyl-1,3,2-dioxaborolan-2-yl)-1H-pyrazole, the title compound was obtained. LC/MS: (PS-A2) Rt 2.95 [M+H]+ 315. 1H NMR (Me-d3-OD) δ 2.22 (6H, s), 2.66-2.76 (4H, m), 3.16-3.28 (4H, m), 7.19-7.44 (9H, m). Starting materials: C(C1=CC=CC=C1)NN1C(=NC=2C=[N+](C=3C=CC=CC3C21)[O-])COCC (N-benzyl-(2-ethoxymethy-5-oxido-1H-imidazo[4,5-c]quinolin-1-yl)amine), [NH4+].[OH-] (NH4OH), O (H2O), C1(=CC=C(C=C1)S(=O)(=O)Cl)C (p-toluenesulfonyl chloride). Solvent: C(Cl)Cl (CH2Cl2), C(Cl)Cl (CH2Cl2). Run at time 30 minute. The product is C(C1=CC=CC=C1)NN1C(=NC=2C(=NC=3C=CC=CC3C21)N)COCC (N1-benzyl-2-ethoxymethyl-1H-imidazo[4,5-c]quinoline-1,4-diamine). As a reaction SMILES: [CH2:1]([NH:8][N:9]1[C:21]2[C:20]3[CH:19]=[CH:18][CH:17]=[CH:16][C:15]=3[N+:14]([O-])=[CH:13][C:12]=2[N:11]=[C:10]1[CH2:23][O:24][CH2:25][CH3:26])[C:2]1[CH:7]=[CH:6][CH:5]=[CH:4][CH:3]=1.[NH4+:27].[OH-].C1(C)C=CC(S(Cl)(=O)=O)=CC=1.O>C(Cl)Cl>[CH2:1]([NH:8][N:9]1[C:21]2[C:20]3[CH:19]=[CH:18][CH:17]=[CH:16][C:15]=3[N:14]=[C:13]([NH2:27])[C:12]=2[N:11]=[C:10]1[CH2:23][O:24][CH2:25][CH3:26])[C:2]1[CH:7]=[CH:6][CH:5]=[CH:4][CH:3]=1 |f:1.2|. Procedure: A solution of N-benzyl-(2-ethoxymethy-5-oxido-1H-imidazo[4,5-c]quinolin-1-yl)amine (0.99 g, 2.84 mmol) in 50 mL of CH2Cl2 was treated with 25 mL of concentrated NH4OH solution. To the rapidly stirred solution was added p-toluenesulfonyl chloride (569 mg, 2.98 mmol). After stirring for 30 min, the reaction was treated with CH2Cl2 (50 mL) and H2O (25 mL). The layers were separated and the organic portion was washed 2% Na2CO3 solution, H2O and brine. The organic portion was dried over Na2SO4, filte... Reactants: C(#N)CCCCC1=CC=C(N=N1)NC(CC1=CC=CC=C1)=O (N-(6-(4-cyanobutyl)pyridazin-3-yl)-2-phenylacetamide), C([O-])(O)=O.[Na+] (sodium bicarbonate), NNC(=S)N (thiosemicarbazide), FC(C(=O)O)(F)F (trifluoroacetic acid). The solvent is O (H2O). Conditions: temperature 65 celsius, time 30 minute. Yields the product NC1=NN=C(S1)CCCCC1=CC=C(N=N1)NC(CC1=CC=CC=C1)=O (N-(6-(4-(5-amino-1,3,4-thiadiazol-2-yl)butyl)pyridazin-3-yl)-2-phenylacetamide). Yield: 81.2%. Reaction SMILES: [C:1]([CH2:3][CH2:4][CH2:5][CH2:6][C:7]1[N:12]=[N:11][C:10]([NH:13][C:14](=[O:22])[CH2:15][C:16]2[CH:21]=[CH:20][CH:19]=[CH:18][CH:17]=2)=[CH:9][CH:8]=1)#[N:2].N[NH:24][C:25]([NH2:27])=[S:26].FC(F)(F)C(O)=O.C(=O)(O)[O-].[Na+]>O>[NH2:27][C:25]1[S:26][C:1]([CH2:3][CH2:4][CH2:5][CH2:6][C:7]2[N:12]=[N:11][C:10]([NH:13][C:14](=[O:22])[CH2:15][C:16]3[CH:21]=[CH:20][CH:19]=[CH:18][CH:17]=3)=[CH:9][CH:8]=2)=[N:2][N:24]=1 |f:3.4|. Procedure: N-(6-(4-cyanobutyl)pyridazin-3-yl)-2-phenylacetamide (14.7 g, 50.2 mmol) was charged into a 250 mL round bottom flask fitted with an open top reflux condenser. To the flask was added thiosemicarbazide (5.03 g, 55.2 mmol) and trifluoroacetic acid (88 mL). The reaction slurry was heated in a 65° C. bath for 2 h. After cooling to RT, H2O (150 mL) was added and stirred for 30 minutes. The mixture was then slowly transferred to a stirred 7.5% sodium bicarbonate solution (1400 mL) cooled in a 0° C. ba...